From a dataset of the Open Reaction Database (ORD), a public repository of structured organic reaction records. describe an organic reaction: reactants, conditions, products, and yield The reactants are C(C(=O)C)C1CN(CC(C1=O)C)CC1=CC=CC=C1 (3-acetonyl-1-benzyl-5-methyl-4-piperidone), CN (methylamine). As a reaction SMILES: [CH2:1]([CH:5]1[C:10](=O)[CH:9]([CH3:12])[CH2:8][N:7]([CH2:13][C:14]2[CH:19]=[CH:18][CH:17]=[CH:16][CH:15]=2)[CH2:6]1)[C:2]([CH3:4])=O.[CH3:20][NH2:21]>>[CH2:13]([N:7]1[CH2:8][CH:9]([CH3:12])[C:10]2[N:21]([CH3:20])[C:2]([CH3:4])=[CH:1][C:5]=2[CH2:6]1)[C:14]1[CH:19]=[CH:18][CH:17]=[CH:16][CH:15]=1. Yields the product C(C1=CC=CC=C1)N1CC2=C(C(C1)C)N(C(=C2)C)C (5-Benzyl-4,5,6,7-tetrahydro-1,2,7-trimethyl-1H-pyrrolo[3,2-c]pyridine). Procedure: Using a procedure analogous to Example 3, 3-acetonyl-1-benzyl-5-methyl-4-piperidone may be reacted with methylamine to give the title compound. Reactants: [Cl-].C(C)[Al+]CC (diethylaluminium chloride), C(C)OC(=O)C1=C(N(C(=C1C(=O)OCC)C(C1=CC=C(C=C1)Cl)NC1=CN(C(C(=C1)Cl)=O)C)C(C)C)Br (2-bromo-5-[(5-chloro-1-methyl-6-oxo-1,6-dihydro-pyridin-3-ylamino)-(4-chloro-phenyl)-methyl]-1-isopropyl-1H-pyrrole-3,4-dicarboxylic acid diethyl ester). The product is C(C)OC(=O)C=1C2=C(N(C1Br)C(C)C)C(N(C2=O)C2=CN(C(C(=C2)Cl)=O)C)C2=CC=C(C=C2)Cl (2-Bromo-5-(5-chloro-1-methyl-6-oxo-1,6-dihydro-pyridin-3-yl)-6-(4-chloro-phenyl)-1-isopropyl-4-oxo-1,4,5,6-tetrahydro-pyrrolo[3,4-b]pyrrole-3-carboxylic acid ethyl ester). RXN SMILES: [Cl-].C([Al+]CC)C.[CH2:7]([O:9][C:10]([C:12]1[C:16]([C:17](OCC)=[O:18])=[C:15]([CH:22]([NH:30][C:31]2[CH:36]=[C:35]([Cl:37])[C:34](=[O:38])[N:33]([CH3:39])[CH:32]=2)[C:23]2[CH:28]=[CH:27][C:26]([Cl:29])=[CH:25][CH:24]=2)[N:14]([CH:40]([CH3:42])[CH3:41])[C:13]=1[Br:43])=[O:11])[CH3:8]>>[CH2:7]([O:9][C:10]([C:12]1[C:16]2[C:17](=[O:18])[N:30]([C:31]3[CH:36]=[C:35]([Cl:37])[C:34](=[O:38])[N:33]([CH3:39])[CH:32]=3)[CH:22]([C:23]3[CH:24]=[CH:25][C:26]([Cl:29])=[CH:27][CH:28]=3)[C:15]=2[N:14]([CH:40]([CH3:42])[CH3:41])[C:13]=1[Br:43])=[O:11])[CH3:8] |f:0.1|. Procedure: The title compound was prepared in analogy to the procedure described for Step H1, but diethylaluminium chloride (1.8M in toluene) was used instead of trimethylaluminium chloride, and 2-bromo-5-[(5-chloro-1-methyl-6-oxo-1,6-dihydro-pyridin-3-ylamino)-(4-chloro-phenyl)-methyl]-1-isopropyl-1H-pyrrole-3,4-dicarboxylic acid diethyl ester (Step BM1) was used instead of 2-[(3-chloro-4-fluoro-phenylamino)-(4-cyano-phenyl)-methyl]-1-isopropyl-1H-pyrrole-3-carboxylic acid ethyl ester to afford the title ... As a reaction SMILES: [Al+3:33].[C:12]1(=[O:31])[N:13]([CH:22]2[CH2:23][c:24]3[cH:25][cH:26][cH:27][cH:28][c:29]3[CH2:30]2)[C:14](=[O:21])[c:15]2[cH:16][cH:17][cH:18][cH:19][c:20]21.[Cl-:1].[Cl-:32].[Cl-:34].[Cl-:35].[Cl:37][CH:38]([Cl:39])[CH3:40].[OH2:36].[c:2]1([CH2:8][C:9](=[O:10])[OH:11])[cH:3][cH:4][cH:5][cH:6][cH:7]1>>[c:2]1([CH2:8][C:9](=[O:11])[c:26]2[cH:25][c:24]3[c:29]([cH:28][cH:27]2)[CH2:30][CH:22]([N:13]2[C:12](=[O:31])[c:20]4[c:15]([cH:16][cH:17][cH:18][cH:19]4)[C:14]2=[O:21])[CH2:23]3)[cH:3][cH:4][cH:5][cH:6][cH:7]1. Yields the product O=C(Cc1ccccc1)c1ccc2c(c1)CC(N1C(=O)c3ccccc3C1=O)C2. Starting materials: [Al+3], O=C1c2ccccc2C(=O)N1C1Cc2ccccc2C1, [Cl-], [Cl-], [Cl-], [Cl-], CC(Cl)Cl, O, O=C(O)Cc1ccccc1. The reactants are O=C([O-])O, CO, [Na+], O, c1ccc(-c2ncc(N3CCCC3CCCCOC3CCCCO3)nc2-c2ccccc2)cc1, Cc1ccc(S(=O)(=O)O)cc1. Yields the product OCCCCC1CCCN1c1cnc(-c2ccccc2)c(-c2ccccc2)n1. RXN SMILES: [C:47](=[O:48])([O-:49])[OH:50].[CH3:52][OH:53].[Na+:51].[OH2:35].[c:1]1(-[c:7]2[n:8][cH:9][c:10]([N:19]3[CH:20]([CH2:24][CH2:25][CH2:26][CH2:27][O:28][CH:29]4[CH2:30][CH2:31][CH2:32][CH2:33][O:34]4)[CH2:21][CH2:22][CH2:23]3)[n:11][c:12]2-[c:13]2[cH:14][cH:15][cH:16][cH:17][cH:18]2)[cH:2][cH:3][cH:4][cH:5][cH:6]1.[c:36]1([CH3:37])[cH:38][cH:39][c:40]([S:41]([OH:42])(=[O:43])=[O:44])[cH:45][cH:46]1>>[c:1]1(-[c:7]2[n:8][cH:9][c:10]([N:19]3[CH:20]([CH2:24][CH2:25][CH2:26][CH2:27][OH:28])[CH2:21][CH2:22][CH2:23]3)[n:11][c:12]2-[c:13]2[cH:14][cH:15][cH:16][cH:17][cH:18]2)[cH:2][cH:3][cH:4][cH:5][cH:6]1.